From a dataset of the Open Reaction Database (ORD), a public repository of structured organic reaction records. describe an organic reaction: reactants, conditions, products, and yield Reactants: ClCCCCCN1C(N(C2=C1C=CC=C2)C(=C)C)=O (1-(5-chloropentyl)-1,3-dihydro-3-(1-methylethenyl)-2H-benzimidazol-2-one), C1(=CC=CC=C1)C(N1CCNCC1)C1=CC=CC=C1 (1-(diphenylmethyl)piperazine), C([O-])([O-])=O.[Na+].[Na+] (sodium carbonate), [I-].[K+] (potassium iodide). Solvent: O (water), O (water), CC(CC(C)=O)C (4-methyl-2-pentanone). Product: Cl.Cl.C1(=CC=CC=C1)C(N1CCN(CC1)CCCCCN1C(NC2=C1C=CC=C2)=O)C2=CC=CC=C2 (1-{5-[4-(diphenylmethyl)-1-piperazinyl]pentyl}-1,3-dihydro-2H-benzimidazol-2-one dihydrochloride). RXN SMILES: [Cl:1][CH2:2][CH2:3][CH2:4][CH2:5][CH2:6][N:7]1[C:11]2[CH:12]=[CH:13][CH:14]=[CH:15][C:10]=2[N:9](C(C)=C)[C:8]1=[O:19].[C:20]1([CH:26]([C:33]2[CH:38]=[CH:37][CH:36]=[CH:35][CH:34]=2)[N:27]2[CH2:32][CH2:31][NH:30][CH2:29][CH2:28]2)[CH:25]=[CH:24][CH:23]=[CH:22][CH:21]=1.C(=O)([O-])[O-].[Na+].[Na+].[I-].[K+]>O.CC(C)CC(=O)C>[ClH:1].[ClH:1].[C:33]1([CH:26]([C:20]2[CH:25]=[CH:24][CH:23]=[CH:22][CH:21]=2)[N:27]2[CH2:28][CH2:29][N:30]([CH2:2][CH2:3][CH2:4][CH2:5][CH2:6][N:7]3[C:11]4[CH:12]=[CH:13][CH:14]=[CH:15][C:10]=4[NH:9][C:8]3=[O:19])[CH2:31][CH2:32]2)[CH:34]=[CH:35][CH:36]=[CH:37][CH:38]=1 |f:2.3.4,5.6,9.10.11|. Procedure details: A mixture of 6.95 parts of 1-(5-chloropentyl)-1,3-dihydro-3-(1-methylethenyl)-2H-benzimidazol-2-one, 5.15 parts of 1-(diphenylmethyl)piperazine, 5.30 parts of sodium carbonate, 0.1 parts of potassium iodide and 160 parts of 4-methyl-2-pentanone is stirred and refluxed overnight with water-separator. The reaction mixture is cooled to room temperature, water is added and the layers are separated. The organic phase is dried, filtered and evaporated. The residue is stirred and refluxed for 30 minute...